Dataset: the Open Reaction Database (ORD), a public repository of structured organic reaction records. Task: describe an organic reaction: reactants, conditions, products, and yield Starting materials: C1(CC1)N1C=C(C(C2=CC(=C(C(=C12)F)F)F)=O)C(=O)O (1-cyclopropyl-6,7,8-trifluoro-1,4-dihydro-4-oxo-3-quinolinecarboxylic acid), FCCNCC1CNCC1 (3-(2-fluoroethylaminomethyl)pyrrolidine), C1CCC2=NCCCN2CC1 (1,8-diazabicyclo[5,4,0]-7-undecene). The solvent is C(C)#N (acetonitrile). Reaction conditions: time 8 hour. The product is C1(CC1)N1C=C(C(C2=CC(=C(C(=C12)F)N1CC(CC1)CNCCF)F)=O)C(=O)O (1-Cyclopropyl-7-[3-(2-fluoroethyl)aminomethyl-1-pyrrolidinyl]-6,8-difluoro-1,4-dihydro-4-oxo-3-quinolinecarboxylic acid). Yield: 48.4%. Reaction SMILES: [CH:1]1([N:4]2[C:13]3[C:8](=[CH:9][C:10]([F:16])=[C:11](F)[C:12]=3[F:14])[C:7](=[O:17])[C:6]([C:18]([OH:20])=[O:19])=[CH:5]2)[CH2:3][CH2:2]1.[F:21][CH2:22][CH2:23][NH:24][CH2:25][CH:26]1[CH2:30][CH2:29][NH:28][CH2:27]1.C1CCN2C(=NCCC2)CC1>C(#N)C>[CH:1]1([N:4]2[C:13]3[C:8](=[CH:9][C:10]([F:16])=[C:11]([N:28]4[CH2:29][CH2:30][CH:26]([CH2:25][NH:24][CH2:23][CH2:22][F:21])[CH2:27]4)[C:12]=3[F:14])[C:7](=[O:17])[C:6]([C:18]([OH:20])=[O:19])=[CH:5]2)[CH2:2][CH2:3]1. Reported procedure: A suspension of 1-cyclopropyl-6,7,8-trifluoro-1,4-dihydro-4-oxo-3-quinolinecarboxylic acid (200 mg), 3-(2-fluoroethylaminomethyl)pyrrolidine (165 mg) and 1,8-diazabicyclo[5,4,0]-7-undecene (100 mg) in absolute acetonitrile (2 ml) was refluxed for an hour. After cooling, the reaction mixture was concentrated and to the residue was added acetonitrile-ether (1:1, 5 ml). The solution was allowed to stand overnight at 5° C., then the resulting precipitate was collected by filtration and recrystallize... The reactants are Clc1ccc(-c2cc(C3CC3)cn3nc(Br)nc23)cc1, C1COCCO1, Cc1cc(N2CCC(N)CC2)ncn1, ClC(Cl)Cl, [Na+], [O-]c1ccccc1, O=C(C=Cc1ccccc1)C=Cc1ccccc1, O=C(C=Cc1ccccc1)C=Cc1ccccc1, O=C(C=Cc1ccccc1)C=Cc1ccccc1, O, [Pd], [Pd]. The product is Cc1cc(N2CCC(Nc3nc4c(-c5ccc(Cl)cc5)cc(C5CC5)cn4n3)CC2)ncn1. As a reaction SMILES: [Br:1][c:2]1[n:3][n:4]2[c:5]([c:6](-[c:13]3[cH:14][cH:15][c:16]([Cl:19])[cH:17][cH:18]3)[cH:7][c:8]([CH:10]3[CH2:11][CH2:12]3)[cH:9]2)[n:20]1.[CH2:44]1[O:45][CH2:46][CH2:47][O:48][CH2:49]1.[CH3:21][c:22]1[cH:23][c:24]([N:28]2[CH2:29][CH2:30][CH:31]([NH2:34])[CH2:32][CH2:33]2)[n:25][cH:26][n:27]1.[Cl:106][CH:107]([Cl:108])[Cl:109].[Na+:42].[O-:35][c:36]1[cH:37][cH:38][cH:39][cH:40][cH:41]1.[O:52]=[C:53]([CH:54]=[CH:55][c:56]1[cH:57][cH:58][cH:59][cH:60][cH:61]1)[CH:62]=[CH:63][c:64]1[cH:65][cH:66][cH:67][cH:68][cH:69]1.[O:70]=[C:71]([CH:72]=[CH:73][c:74]1[cH:75][cH:76][cH:77][cH:78][cH:79]1)[CH:80]=[CH:81][c:82]1[cH:83][cH:84][cH:85][cH:86][cH:87]1.[O:88]=[C:89]([CH:90]=[CH:91][c:92]1[cH:93][cH:94][cH:95][cH:96][cH:97]1)[CH:98]=[CH:99][c:100]1[cH:101][cH:102][cH:103][cH:104][cH:105]1.[OH2:43].[Pd:50].[Pd:51]>>[c:2]1([NH:34][CH:31]2[CH2:30][CH2:29][N:28]([c:24]3[cH:23][c:22]([CH3:21])[n:27][cH:26][n:25]3)[CH2:33][CH2:32]2)[n:3][n:4]2[c:5]([c:6](-[c:13]3[cH:14][cH:15][c:16]([Cl:19])[cH:17][cH:18]3)[cH:7][c:8]([CH:10]3[CH2:11][CH2:12]3)[cH:9]2)[n:20]1. Reactants: CS(=O)(=O)Cl (Methanesulfonyl chloride), CC(CNC[C@@H]1N(CCN(C1)C(=O)OC(C)(C)C)C(=O)OC(C)(C)C)C (di-tert-butyl (2S)-2-(((2-methylpropyl)amino)methyl)-1,4-piperazinedicarboxylate), CCN(C(C)C)C(C)C (DIPEA). Reagents/catalysts: CN(C)C=1C=CN=CC1 (DMAP). Run in C(Cl)Cl (CH2Cl2). Conditions: time 30 minute. Product: CC(CN(S(=O)(=O)C)C[C@@H]1N(CCN(C1)C(=O)OC(C)(C)C)C(=O)OC(C)(C)C)C (di-tert-butyl (2R)-2-(((2-methylpropyl)(methylsulfonyl)amino)methyl)-1,4-piperazinedicarboxylate). Yield: 89.2%. RXN SMILES: [CH3:1][CH:2]([CH3:26])[CH2:3][NH:4][CH2:5][C@H:6]1[CH2:11][N:10]([C:12]([O:14][C:15]([CH3:18])([CH3:17])[CH3:16])=[O:13])[CH2:9][CH2:8][N:7]1[C:19]([O:21][C:22]([CH3:25])([CH3:24])[CH3:23])=[O:20].CCN(C(C)C)C(C)C.[CH3:36][S:37](Cl)(=[O:39])=[O:38]>CN(C1C=CN=CC=1)C.C(Cl)Cl>[CH3:1][CH:2]([CH3:26])[CH2:3][N:4]([CH2:5][C@H:6]1[CH2:11][N:10]([C:12]([O:14][C:15]([CH3:16])([CH3:17])[CH3:18])=[O:13])[CH2:9][CH2:8][N:7]1[C:19]([O:21][C:22]([CH3:24])([CH3:23])[CH3:25])=[O:20])[S:37]([CH3:36])(=[O:39])=[O:38]. Procedure: A 250-mL round-bottomed flask was charged with di-tert-butyl (2S)-2-(((2-methylpropyl)amino)methyl)-1,4-piperazinedicarboxylate (0.77 g, 2.1 mmol), DMAP (0.0287 g, 0.235 mmol) and DIPEA (1.45 mL, 8.29 mmol) and CH2Cl2 (10 mL). Methanesulfonyl chloride (0.321 mL, 4.15 mmol) was added drop wise at room temperature. The mixture was stirred for 30 min and partitioned between water (30 mL) and CH2Cl2 (20 mL). The aqueous phase was extracted with CH2Cl2 (30 mL) and the combined organic phases were was... The reactants are O=C([O-])[O-], CN1CCNCC1, ClCCl, O=[N+]([O-])c1ccc(F)cc1, [K+], [K+], CN(C)C=O. The product is CN1CCN(c2ccc([N+](=O)[O-])cc2)CC1. Reaction SMILES: [C:18](=[O:19])([O-:20])[O-:21].[CH3:1][N:2]1[CH2:3][CH2:4][NH:5][CH2:6][CH2:7]1.[Cl:29][CH2:30][Cl:31].[F:8][c:9]1[cH:10][cH:11][c:12]([N+:15](=[O:16])[O-:17])[cH:13][cH:14]1.[K+:22].[K+:23].[O:24]=[CH:25][N:26]([CH3:27])[CH3:28]>>[CH3:1][N:2]1[CH2:3][CH2:4][N:5]([c:9]2[cH:10][cH:11][c:12]([N+:15](=[O:16])[O-:17])[cH:13][cH:14]2)[CH2:6][CH2:7]1. Reactants: O=C1c2c(Cl)cc(Br)cc2CN1Cc1ccc(OC(F)(F)F)cc1, O=C([O-])[O-], CC(=O)[O-], CC(=O)[O-], COc1ccc(CO)cc1, CCOCC, Cc1ccccc1, [Cs+], [Cs+], [Pd+2]. Yields the product COc1ccc(COc2cc(Cl)c3c(c2)CN(Cc2ccc(OC(F)(F)F)cc2)C3=O)cc1. As a reaction SMILES: [Br:14][c:15]1[cH:16][c:17]2[c:21]([c:22]([Cl:24])[cH:23]1)[C:20](=[O:25])[N:19]([CH2:26][c:27]1[cH:28][cH:29][c:30]([O:33][C:34]([F:35])([F:36])[F:37])[cH:31][cH:32]1)[CH2:18]2.[C:1](=[O:2])([O-:3])[O-:4].[C:53]([O-:54])(=[O:55])[CH3:56].[C:58]([O-:59])(=[O:60])[CH3:61].[CH3:38][O:39][c:40]1[cH:41][cH:42][c:43]([CH2:44][OH:45])[cH:46][cH:47]1.[CH3:48][CH2:49][O:50][CH2:51][CH3:52].[CH3:7][c:8]1[cH:9][cH:10][cH:11][cH:12][cH:13]1.[Cs+:5].[Cs+:6].[Pd+2:57]>>[c:15]1([O:45][CH2:44][c:43]2[cH:42][cH:41][c:40]([O:39][CH3:38])[cH:47][cH:46]2)[cH:16][c:17]2[c:21]([c:22]([Cl:24])[cH:23]1)[C:20](=[O:25])[N:19]([CH2:26][c:27]1[cH:28][cH:29][c:30]([O:33][C:34]([F:35])([F:36])[F:37])[cH:31][cH:32]1)[CH2:18]2. Procedure details: To a suspension of 1.21 g. (2 mmole) of 5-amino-3-methyl-6-{7-ethyl-4-hydroxy-3,5-dimethyl-6-oxo-7-[5-ethyl-3-methyl-5-(5-ethyl-5-hydroxy-6-methyl-2-tetrahydropyranyl)-2-tetrahydrofuryl]-heptyl}salicylic acid in 50 ml. glacial acetic acid was added 1 ml. acetic anhydride (~10 mmoles). On warming the mixture to 70° on a steam bath, the amine dissolved and after a further half an hour at room temperature, the solution was poured on to crushed ice. The mixture was carefully made alkaline with sodiu... As a reaction SMILES: [NH2:1][C:2]1[C:10]([CH2:11][CH2:12][CH:13]([CH3:41])[CH:14]([OH:40])[CH:15]([CH3:39])[C:16](=[O:38])[CH:17]([CH2:36][CH3:37])[CH:18]2[CH:22]([CH3:23])[CH2:21][C:20]([CH2:34][CH3:35])([CH:24]3[CH2:29][CH2:28][C:27]([CH2:31][CH3:32])([OH:30])[CH:26]([CH3:33])[O:25]3)[O:19]2)=[C:6]([C:7]([OH:9])=[O:8])[C:5]([OH:42])=[C:4]([CH3:43])[CH:3]=1.[C:44](OC(=O)C)(=[O:46])[CH3:45].C(=O)([O-])[O-].[Na+].[Na+]>C(O)(=O)C>[C:44]([NH:1][C:2]1[C:10]([CH2:11][CH2:12][CH:13]([CH3:41])[CH:14]([OH:40])[CH:15]([CH3:39])[C:16](=[O:38])[CH:17]([CH2:36][CH3:37])[CH:18]2[CH:22]([CH3:23])[CH2:21][C:20]([CH2:34][CH3:35])([CH:24]3[CH2:29][CH2:28][C:27]([CH2:31][CH3:32])([OH:30])[CH:26]([CH3:33])[O:25]3)[O:19]2)=[C:6]([C:7]([OH:9])=[O:8])[C:5]([OH:42])=[C:4]([CH3:43])[CH:3]=1)(=[O:46])[CH3:45] |f:2.3.4|. The solvent is C(C)(=O)O (acetic acid). The product is C(C)(=O)NC1=CC(=C(C(C(=O)O)=C1CCC(C(C(C(C(C1OC(CC1C)(C1OC(C(CC1)(O)CC)C)CC)CC)=O)C)O)C)O)C (5-acetamido-3-methyl-6-{7-ethyl-4-hydroxy-3,5-dimethyl-6-oxo-7-[5-ethyl-3-methyl-5-(5-ethyl-5-hydroxy-6-methyl-2-tetrahydropyranyl)-2-tetrahydrofuryl]heptyl}salicylic acid). Starting materials: NC1=CC(=C(C(C(=O)O)=C1CCC(C(C(C(C(C1OC(CC1C)(C1OC(C(CC1)(O)CC)C)CC)CC)=O)C)O)C)O)C (5-amino-3-methyl-6-{7-ethyl-4-hydroxy-3,5-dimethyl-6-oxo-7-[5-ethyl-3-methyl-5-(5-ethyl-5-hydroxy-6-methyl-2-tetrahydropyranyl)-2-tetrahydrofuryl]-heptyl}salicylic acid), C([O-])([O-])=O.[Na+].[Na+] (sodium carbonate), C(C)(=O)OC(C)=O (acetic anhydride), amine. Starting materials: O=C([O-])[O-], CCCCOCCOc1ccc(-c2ccc3c(c2)C=C(C(=O)Nc2ccc(O)cc2)CCN3CC(C)C)cc1, CN(C)C=O, CC(C)Cn1cnnc1CCl, Cl, [K+], [K+], O. Yields the product CCCCOCCOc1ccc(-c2ccc3c(c2)C=C(C(=O)Nc2ccc(OCc4nncn4CC(C)C)cc2)CCN3CC(C)C)cc1. RXN SMILES: [C:52](=[O:53])([O-:54])[O-:55].[CH2:1]([CH2:2][CH2:3][CH3:4])[O:5][CH2:6][CH2:7][O:8][c:9]1[cH:10][cH:11][c:12](-[c:15]2[cH:16][cH:17][c:18]3[c:19]([cH:39]2)[CH:20]=[C:21]([C:29](=[O:30])[NH:31][c:32]2[cH:33][cH:34][c:35]([OH:38])[cH:36][cH:37]2)[CH2:22][CH2:23][N:24]3[CH2:25][CH:26]([CH3:27])[CH3:28])[cH:13][cH:14]1.[CH3:58][N:59]([CH3:60])[CH:61]=[O:62].[Cl:41][CH2:42][c:43]1[n:44][n:45][cH:46][n:47]1[CH2:48][CH:49]([CH3:50])[CH3:51].[ClH:40].[K+:56].[K+:57].[OH2:63]>>[CH2:1]([CH2:2][CH2:3][CH3:4])[O:5][CH2:6][CH2:7][O:8][c:9]1[cH:10][cH:11][c:12](-[c:15]2[cH:16][cH:17][c:18]3[c:19]([cH:39]2)[CH:20]=[C:21]([C:29](=[O:30])[NH:31][c:32]2[cH:33][cH:34][c:35]([O:38][CH2:42][c:43]4[n:44][n:45][cH:46][n:47]4[CH2:48][CH:49]([CH3:50])[CH3:51])[cH:36][cH:37]2)[CH2:22][CH2:23][N:24]3[CH2:25][CH:26]([CH3:27])[CH3:28])[cH:13][cH:14]1.